Dataset: the Open Reaction Database (ORD), a public repository of structured organic reaction records. Task: describe an organic reaction: reactants, conditions, products, and yield Reactants: CO, CN(C)c1ccc(-c2ccnc(Cl)n2)cc1, Nc1ccc(N2CCOCC2)cc1, CN(C)C=O. Product: CN(C)c1ccc(-c2ccnc(Nc3ccc(N4CCOCC4)cc3)n2)cc1. Reaction SMILES: [CH3:35][OH:36].[Cl:1][c:2]1[n:3][cH:4][cH:5][c:6](-[c:8]2[cH:9][cH:10][c:11]([N:12]([CH3:13])[CH3:14])[cH:15][cH:16]2)[n:7]1.[O:17]1[CH2:18][CH2:19][N:20]([c:23]2[cH:24][cH:25][c:26]([NH2:27])[cH:28][cH:29]2)[CH2:21][CH2:22]1.[O:30]=[CH:31][N:32]([CH3:33])[CH3:34]>>[c:2]1([NH:27][c:26]2[cH:25][cH:24][c:23]([N:20]3[CH2:19][CH2:18][O:17][CH2:22][CH2:21]3)[cH:29][cH:28]2)[n:3][cH:4][cH:5][c:6](-[c:8]2[cH:9][cH:10][c:11]([N:12]([CH3:13])[CH3:14])[cH:15][cH:16]2)[n:7]1.